This data is from the Open Reaction Database (ORD), a public repository of structured organic reaction records. The task is: describe an organic reaction: reactants, conditions, products, and yield Reactants: [H-].[Na+] (sodium hydride), FC1=CC(=C(C=C1)C(C=O)C1=C(C=CC=C1)C)C ((4-Fluoro-2-methylphenyl)-(2-methylphenyl)acetaldehyde), BrCCBr (1,2-dibromoethane). Solvent: O1CCCC1 (tetrahydrofuran), C1CCOC1 (THF). Run at time 1 hour. Yields the product BrCCOC=C(C1=C(C=CC=C1)C)C1=C(C=C(C=C1)F)C (1-[2-(2-Bromoethoxy)-1-(2-methylphenyl)ethenyl]-4-fluoro-2-methylbenzene). RXN SMILES: [F:1][C:2]1[CH:7]=[CH:6][C:5]([CH:8]([C:11]2[CH:16]=[CH:15][CH:14]=[CH:13][C:12]=2[CH3:17])[CH:9]=[O:10])=[C:4]([CH3:18])[CH:3]=1.[H-].[Na+].[Br:21][CH2:22][CH2:23]Br>C1COCC1>[Br:21][CH2:22][CH2:23][O:10][CH:9]=[C:8]([C:5]1[CH:6]=[CH:7][C:2]([F:1])=[CH:3][C:4]=1[CH3:18])[C:11]1[CH:16]=[CH:15][CH:14]=[CH:13][C:12]=1[CH3:17] |f:1.2|. Procedure: (4-Fluoro-2-methylphenyl)-(2-methylphenyl)acetaldehyde (3.5 g, 0.0144 mol) was dissolved in dry THF (20 ml) and added dropwise to a suspension of sodium hydride (60% oil dispersion) (0.63 g, 0.0158 mol) in dry tetrahydrofuran (30 ml). The mixture was stirred at room temperature for 1 h and heated at reflux for 0.5 h. After cooling 1,2-dibromoethane (12.4 ml, 10 equiv.) was added, and the reaction mixture was allowed to stand at room temperature for 192 h. The reaction mixture was filtered and ev... Starting materials: [BH4-], O=CCC1NC(=O)C1NC(=O)OCc1ccccc1, CC(=O)O, CO, [Na+]. The product is O=C(NC1C(=O)NC1CCO)OCc1ccccc1. RXN SMILES: [BH4-:20].[CH2:1]([c:2]1[cH:3][cH:4][cH:5][cH:6][cH:7]1)[O:8][C:9](=[O:10])[NH:11][CH:12]1[C:13](=[O:19])[NH:14][CH:15]1[CH2:16][CH:17]=[O:18].[CH3:22][C:23](=[O:24])[OH:25].[CH3:26][OH:27].[Na+:21]>>[CH2:1]([c:2]1[cH:3][cH:4][cH:5][cH:6][cH:7]1)[O:8][C:9](=[O:10])[NH:11][CH:12]1[C:13](=[O:19])[NH:14][CH:15]1[CH2:16][CH2:17][OH:18]. Starting materials: C(C1=CC=CC=C1)OC([C@@H](N(C(=O)O)OC(C1=CC=CC=C1)=O)CO[C@@H]1[C@@H](OC(C)=O)[C@H](OC(C)=O)[C@H](OC(C)=O)[C@@H](O1)C)=O (N-Carboxybenzoyloxy-3-O-(2,3,4-tri-O-acetyl-β-L-fucopyranosyl)-L-serine Benzyl Ester). Reagents/catalysts: [Pd] (Pd/C). Solvent: C(C)O (ethanol). Run at time 16 hour. Product: C(C)(=O)O[C@@H]1[C@H](O[C@H]([C@H]([C@H]1OC(C)=O)OC(C)=O)C)OC[C@H](N)C(=O)O (3-O-(2,3,4-tri-O-acetyl-β-L-fucopyranosyl)-L-serine). The yield is 81.3%. As a reaction SMILES: C([O:8][C:9](=[O:45])[C@H:10]([CH2:24][O:25][C@H:26]1[O:43][C@@H:42]([CH3:44])[C@@H:37]([O:38][C:39](=[O:41])[CH3:40])[C@@H:32]([O:33][C:34](=[O:36])[CH3:35])[C@@H:27]1[O:28][C:29](=[O:31])[CH3:30])[N:11](OC(=O)C1C=CC=CC=1)C(O)=O)C1C=CC=CC=1>C(O)C.[Pd]>[C:29]([O:28][C@H:27]1[C@H:32]([O:33][C:34](=[O:36])[CH3:35])[C@H:37]([O:38][C:39](=[O:41])[CH3:40])[C@H:42]([CH3:44])[O:43][C@@H:26]1[O:25][CH2:24][C@@H:10]([C:9]([OH:45])=[O:8])[NH2:11])(=[O:31])[CH3:30]. Reported procedure: A solution of N-Carboxybenzoyloxy-3-O-(2,3,4-tri-O-acetyl-β-L-fucopyranosyl)-L-serine Benzyl Ester (600 mg, 1.0 mmol) in 98% ethanol (15 ml) containing 5% Pd/C (300 mg) was hydrogenated for 16 h at room temperature and at 1 atmospheric pressure. The catalyst was collected on celite and washed with several portions of 98% ethanol. The filtrate and washings were combined and concentrated to dryness to give 3-O-(2,3,4-tri-O-acetyl-β-L-fucopyranosyl)-L-serine (306.6 mg, 81.6%) as a white powder Rf =... Starting materials: [BH4-].[Na+] (sodium borohydride), Cl (HCl), C(#N)C(C(=O)OC)=C1C(CC(C1)(C)C)C (Methyl 2-cyano-2-(2,4,4-tri-methylcyclopentylidene)acetate), CC(=O)C (acetone). The solvent is C(C)O (ethanol). Run at time 8 hour. Yields the product OCC(C#N)C1C(CC(C1)(C)C)C (3-hydroxy-2-(2,4,4-tri-methylcyclopentyl)propanenitrile). Reaction SMILES: [BH4-].[Na+].[C:3]([C:5](=[C:10]1[CH2:14][C:13]([CH3:16])([CH3:15])[CH2:12][CH:11]1[CH3:17])[C:6](OC)=[O:7])#[N:4].CC(C)=O.Cl>C(O)C>[OH:7][CH2:6][CH:5]([CH:10]1[CH2:14][C:13]([CH3:16])([CH3:15])[CH2:12][CH:11]1[CH3:17])[C:3]#[N:4] |f:0.1|. Procedure: 1.1 eq. of sodium borohydride are placed in ethanol at 10° C. under an inert atmosphere. Methyl 2-cyano-2-(2,4,4-tri-methylcyclopentylidene)acetate B is added thereto dropwise. The reaction medium is stirred at ambient temperature overnight and is then neutralized with acetone. It is subsequently poured onto a cold 10% HCl solution. The aqueous phase is extracted twice with MTBE. The combined organic phases are washed with a sodium bicarbonate solution and then with an aqueous sodium chloride so... Starting materials: COC1=CC=C(OC2=C(C(=O)O)C=C(C=C2)[N+](=O)[O-])C=C1 (2-(4-Methoxy-phenoxy)-5-nitro-benzoic acid), CO (methanol). Reagents/catalysts: S(O)(O)(=O)=O (sulfuric acid). Reaction conditions: time 16 hour. Yields the product COC(C1=C(C=CC(=C1)[N+](=O)[O-])OC1=CC=C(C=C1)OC)=O (2-(4-methoxy-phenoxy)-5-nitro-benzoic acid methyl ester). As a reaction SMILES: [CH3:1][O:2][C:3]1[CH:21]=[CH:20][C:6]([O:7][C:8]2[CH:16]=[CH:15][C:14]([N+:17]([O-:19])=[O:18])=[CH:13][C:9]=2[C:10]([OH:12])=[O:11])=[CH:5][CH:4]=1.[CH3:22]O>S(=O)(=O)(O)O>[CH3:22][O:11][C:10](=[O:12])[C:9]1[CH:13]=[C:14]([N+:17]([O-:19])=[O:18])[CH:15]=[CH:16][C:8]=1[O:7][C:6]1[CH:5]=[CH:4][C:3]([O:2][CH3:1])=[CH:21][CH:20]=1. Procedure details: 2-(4-Methoxy-phenoxy)-5-nitro-benzoic acid (2.5 g), (DE 2058295) in methanol (75 ml) containing conc. sulfuric acid (3 drops) was boiled for 16 h. Solvent was removed at reduced pressure, the residue dissolved in ethyl acetate and washed with aqueous sodium hydrogen carbonate. The organic phase was dried (Na2SO4) and solvent removed at reduced pressure to give 2-(4-methoxy-phenoxy)-5-nitro-benzoic acid methyl ester (2.50 g). m/z (API+): 304 (MH+). Reported procedure: To a solution of (2-bromo-3-methylphenyl)methanol (0.5 g, 2.49 mmol), triphenylphosphine (1.31 g, 4.97 mmol) and 2-chloro-5-(trifluoromethyl)phenol (0.37 mL, 2.74 mmol) in DCM (12.4 mL) at 0° C. was added diethyl azodicarboxylate (1.97 mL, 4.97 mmol) and the reaction warmed to RT for 30 min. The reaction was quenched with water and the aqueous layer was extracted with EtOAc. The organic layer was then washed with water and brine (3× ea.), dried over Na2SO4 and concentrated in vacuo. The crude ma... Run in C(Cl)Cl (DCM). As a reaction SMILES: [Br:1][C:2]1[C:7]([CH3:8])=[CH:6][CH:5]=[CH:4][C:3]=1[CH2:9][OH:10].C1(P(C2C=CC=CC=2)C2C=CC=CC=2)C=CC=CC=1.[Cl:30][C:31]1[CH:36]=[CH:35][C:34]([C:37]([F:40])([F:39])[F:38])=[CH:33][C:32]=1O.N(C(OCC)=O)=NC(OCC)=O>C(Cl)Cl>[Br:1][C:2]1[C:7]([CH3:8])=[CH:6][CH:5]=[CH:4][C:3]=1[CH2:9][O:10][C:32]1[CH:33]=[C:34]([C:37]([F:39])([F:40])[F:38])[CH:35]=[CH:36][C:31]=1[Cl:30]. Yields the product BrC1=C(C=CC=C1C)COC1=C(C=CC(=C1)C(F)(F)F)Cl (2-bromo-1-((2-chloro-5-(trifluoromethyl)phenoxy)methyl)-3-methylbenzene). Reactants: BrC1=C(C=CC=C1C)CO ((2-bromo-3-methylphenyl)methanol), C1(=CC=CC=C1)P(C1=CC=CC=C1)C1=CC=CC=C1 (triphenylphosphine), ClC1=C(C=C(C=C1)C(F)(F)F)O (2-chloro-5-(trifluoromethyl)phenol), N(=NC(=O)OCC)C(=O)OCC (diethyl azodicarboxylate). The reactants are O1C(CCC1)C(=O)O (2-tetrahydrofuroic acid), C(CCC)NCCCC (dibutyl amine), [PH2](=O)[O-].[Na+] (sodium hypophosphite), C(CCC)NCCCC (dibutyl amine), [OH-].[K+] (KOH), C(CCC)[N-]CCCC (dibutyl amide). Conditions: temperature 200 celsius. The product is C(CCC)N(C(=O)C1OCCC1)CCCC (2-Tetrahydrofuroic Acid Dibutylamide). As a reaction SMILES: [O:1]1[CH2:5][CH2:4][CH2:3][CH:2]1[C:6]([OH:8])=O.[CH2:9]([NH:13][CH2:14][CH2:15][CH2:16][CH3:17])[CH2:10][CH2:11][CH3:12].[PH2]([O-])=O.[Na+].[OH-].[K+].C([N-]CCCC)CCC>>[CH2:9]([N:13]([CH2:14][CH2:15][CH2:16][CH3:17])[C:6]([CH:2]1[CH2:3][CH2:4][CH2:5][O:1]1)=[O:8])[CH2:10][CH2:11][CH3:12] |f:2.3,4.5|. Procedure: 232 g (2 mols) of 2-tetrahydrofuroic acid, 387 g (3 mols) of dibutyl amine and 1,5 g of sodium hypophosphite, were introduced into a stirred reactor at room temperature. Reaction mixture was gradually heated up to 200° C., separating the reaction water and returning the excess of dibutyl amine into the reactor. Reaction was controlled by its acid value. Once the acid value was lower than 10 mg KOH/g, excess of dibutyl amide was distilled at 60-100° C. under vacuum. Starting materials: CCCCc1ccc([N+](=O)[O-])cc1[N+](=O)[O-], CO. Product: CCCCCc1ccc([N+](=O)[O-])cc1[N+](=O)[O-]. Reaction SMILES: [CH2:1]([CH2:2][CH2:3][CH3:4])[c:5]1[c:6]([N+:14](=[O:15])[O-:16])[cH:7][c:8]([N+:11](=[O:12])[O-:13])[cH:9][cH:10]1.[CH3:17][OH:18]>>[CH2:1]([CH2:2][CH2:3][CH2:4][CH3:17])[c:5]1[c:6]([N+:14](=[O:15])[O-:16])[cH:7][c:8]([N+:11](=[O:12])[O-:13])[cH:9][cH:10]1. Starting materials: CCN(CC)S(F)(F)F (DAST), ClC1=CC(=CC2=C1OC1=C2C(N(CC1)CC1=CC=C(C=C1)OC)CO)S(=O)(=O)C1=CC=CC=C1 ((6-chloro-2-(4-methoxybenzyl)-8-(phenylsulfonyl)-1,2,3,4-tetrahydrobenzofuro[3,2-c]pyridin-1-yl)methanol). Run in ClCCl (dichloromethane). Product: ClC1=CC(=CC2=C1OC1=C2C(N(CC1)CC1=CC=C(C=C1)OC)CF)S(=O)(=O)C1=CC=CC=C1 (6-chloro-1-(fluoromethyl)-2-(4-methoxybenzyl)-8-(phenylsulfonyl)-1,2,3,4-tetrahydrobenzofuro[3,2-c]pyridine). Yield: 50.0%. Reaction SMILES: CCN(S(F)(F)[F:7])CC.[Cl:10][C:11]1[C:16]2[O:17][C:18]3[CH2:23][CH2:22][N:21]([CH2:24][C:25]4[CH:30]=[CH:29][C:28]([O:31][CH3:32])=[CH:27][CH:26]=4)[CH:20]([CH2:33]O)[C:19]=3[C:15]=2[CH:14]=[C:13]([S:35]([C:38]2[CH:43]=[CH:42][CH:41]=[CH:40][CH:39]=2)(=[O:37])=[O:36])[CH:12]=1>ClCCl>[Cl:10][C:11]1[C:16]2[O:17][C:18]3[CH2:23][CH2:22][N:21]([CH2:24][C:25]4[CH:30]=[CH:29][C:28]([O:31][CH3:32])=[CH:27][CH:26]=4)[CH:20]([CH2:33][F:7])[C:19]=3[C:15]=2[CH:14]=[C:13]([S:35]([C:38]2[CH:43]=[CH:42][CH:41]=[CH:40][CH:39]=2)(=[O:37])=[O:36])[CH:12]=1. Procedure: DAST (0.4 mL, 3.20 mmol) was slowly added to a stirred solution of the product of step B (180 mg, 0.36 mmol) in anhydrous dichloromethane (12 mL) at 0° C. The resulting solution was allowed to warm to ambient temperature for 3 h then quenched by slow addition of aqueous sodium bicarbonate solution (10 mL). The organic layer was separated and the aqueous solution was further extracted with dichloromethane (2×20 mL). The combined organic extracts were dried over anhydrous Na2SO4, filtered, and the...